Dataset: the Open Reaction Database (ORD), a public repository of structured organic reaction records. Task: describe an organic reaction: reactants, conditions, products, and yield Reactants: CC1=C(C(=O)OC(C)(C)C)C=CC(=C1)C(C)C1=CC=CC=C1 (tert-butyl 2-methyl-4-(1-phenylethyl)benzoate), FC(C(=O)O)(F)F (trifluoroacetic acid). Solvent: ClCCl (dichloromethane). Conditions: time 0.5 hour. The product is CC1=C(C(=O)O)C=CC(=C1)C(C)C1=CC=CC=C1 (2-methyl-4-(1-phenylethyl)benzoic acid). Isolated yield 77.1%. RXN SMILES: [CH3:1][C:2]1[CH:14]=[C:13]([CH:15]([C:17]2[CH:22]=[CH:21][CH:20]=[CH:19][CH:18]=2)[CH3:16])[CH:12]=[CH:11][C:3]=1[C:4]([O:6]C(C)(C)C)=[O:5].FC(F)(F)C(O)=O>ClCCl>[CH3:1][C:2]1[CH:14]=[C:13]([CH:15]([C:17]2[CH:22]=[CH:21][CH:20]=[CH:19][CH:18]=2)[CH3:16])[CH:12]=[CH:11][C:3]=1[C:4]([OH:6])=[O:5]. Procedure details: To a solution of tert-butyl 2-methyl-4-(1-phenylethyl)benzoate (1.6 g, 5.4 mmol) in dichloromethane 9 mL, and 3 mL trifluoroacetic acid was added. The mixture was stirred 0.5 hour. Thin layer chromatography showed full conversion. The reaction mixture was concentrated to give 2-methyl-4-(1-phenylethyl)benzoic acid (1 g, 90%). Starting materials: C1CNCC1CS(=O)(=O)N (PMSA), C(C)(=O)OC1=CC=C(C=C)C=C1 (p-acetoxystyrene). Yields the product C(=C)C1=CC=C(C=C1)O (p-vinylphenol). As a reaction SMILES: C1C(CS(N)(=O)=O)CNC1.C([O:14][C:15]1[CH:22]=[CH:21][C:18]([CH:19]=[CH2:20])=[CH:17][CH:16]=1)(=O)C>>[CH:19]([C:18]1[CH:21]=[CH:22][C:15]([OH:14])=[CH:16][CH:17]=1)=[CH2:20]. Procedure details: The procedure of Example 6 is followed starting with the copolymer of PMSA and p-acetoxystyrene (10.20 g) produced in Example 5, to obtain a copolymer of PMS with p-vinylphenol containing free mercapto and hydroxyl groups. Reactants: BrC1=C(C=C(C=C1)F)C(F)(F)F (1-bromo-4-fluoro-2-(trifluoromethyl)benzene), OC1CNCC1 (3-hydroxypyrrolidine), C1(=CC=CC=C1)P(C1=C(C2=CC=CC=C2C=C1)C1=C(C=CC2=CC=CC=C12)P(C1=CC=CC=C1)C1=CC=CC=C1)C1=CC=CC=C1 ((±)-2,2′-bis(diphenylphosphino)-1,1′-binaphthyl), C([O-])([O-])=O.[Cs+].[Cs+] (cesium carbonate). Reagents/catalysts: C(C)(=O)[O-].[Pd+2].C(C)(=O)[O-] (palladium(II) acetate). The solvent is C1(=CC=CC=C1)C (toluene), O (water). The product is FC1=CC(=C(C=C1)N1CC(CC1)O)C(F)(F)F (1-[4-fluoro-2-(trifluoromethyl)phenyl]pyrrolidin-3-ol). Isolated yield 83.4%. RXN SMILES: Br[C:2]1[CH:7]=[CH:6][C:5]([F:8])=[CH:4][C:3]=1[C:9]([F:12])([F:11])[F:10].[OH:13][CH:14]1[CH2:18][CH2:17][NH:16][CH2:15]1.C1(P(C2C=CC=CC=2)C2C=CC3C(=CC=CC=3)C=2C2C3C(=CC=CC=3)C=CC=2P(C2C=CC=CC=2)C2C=CC=CC=2)C=CC=CC=1.C(=O)([O-])[O-].[Cs+].[Cs+]>C1(C)C=CC=CC=1.C([O-])(=O)C.[Pd+2].C([O-])(=O)C.O>[F:8][C:5]1[CH:6]=[CH:7][C:2]([N:16]2[CH2:17][CH2:18][CH:14]([OH:13])[CH2:15]2)=[C:3]([C:9]([F:12])([F:11])[F:10])[CH:4]=1 |f:3.4.5,7.8.9|. Reported procedure: A solution of 1-bromo-4-fluoro-2-(trifluoromethyl)benzene (4.6 g), 3-hydroxypyrrolidine (1.5 g), palladium(II) acetate (193 mg), (±)-2,2′-bis(diphenylphosphino)-1,1′-binaphthyl (1.07 g) and cesium carbonate (16.8 g) in toluene (90 mL) was stirred under an argon gas atmosphere at 85° C. for 16 hr. After cooling to room temperature, water was added to the reaction mixture, and the mixture was extracted with ethyl acetate. The organic layer was washed with saturated brine, dried over anhydrous magn... Reactants: CCOC(=O)C=C1CCN(Cc2ccc(Cl)c(Cl)c2)CC1, C1CCOC1. Product: CCOC(=O)CC1CCN(Cc2ccc(Cl)c(Cl)c2)CC1. RXN SMILES: [Cl:1][c:2]1[cH:3][c:4]([CH2:5][N:6]2[CH2:7][CH2:8][C:9](=[CH:12][C:13](=[O:14])[O:15][CH2:16][CH3:17])[CH2:10][CH2:11]2)[cH:18][cH:19][c:20]1[Cl:21].[O:22]1[CH2:23][CH2:24][CH2:25][CH2:26]1>>[Cl:1][c:2]1[cH:3][c:4]([CH2:5][N:6]2[CH2:7][CH2:8][CH:9]([CH2:12][C:13](=[O:14])[O:15][CH2:16][CH3:17])[CH2:10][CH2:11]2)[cH:18][cH:19][c:20]1[Cl:21]. Reactants: C(C=C)ON(S(=O)(=O)C1=C(C=CC=C1)[N+](=O)[O-])[C@@H]1C(=C[C@H](NC1)C(=O)N)C ((2S,5R)-5-(N-(allyloxy)-2-nitrophenylsulfonamido)-4-methyl-1,2,5,6-tetrahydropyridine-2-carboxamide), C(C=C)ON(S(=O)(=O)C1=C(C=CC=C1)[N+](=O)[O-])[C@@H]1C(=C[C@H](N(C1)C(=O)OC(C)(C)C)C(N)=O)C(C)C ((2S,5R)-tert-butyl 5-(N-(allyloxy)-2-nitrophenylsulfonamido)-2-carbamoyl-4-isopropyl-5,6-dihydropyridine-1(2H)-carboxylate), C(C=C)ON(S(=O)(=O)C1=C(C=CC=C1)[N+](=O)[O-])[C@@H]1C(=C[C@H](N(C1)C(=O)OC(C)(C)C)C(N)=O)C(C)C ((2S,5R)-tert-butyl 5-(N-(allyloxy)-2-nitrophenylsulfonamido)-2-carbamoyl-4-isopropyl-5,6-dihydropyridine-1(2H)-carboxylate). Yields the product C(C=C)ON(S(=O)(=O)C1=C(C=CC=C1)[N+](=O)[O-])[C@@H]1C(=C[C@H](NC1)C(=O)N)C(C)C ((2S,5R)-5-(N-(allyloxy)-2-nitrophenylsulfonamido)-4-isopropyl-1,2,5,6-tetrahydropyridine-2-carboxamide), foam. The yield is 71.0%. As a reaction SMILES: [CH2:1]([O:4][N:5]([C@H:18]1[CH2:23][N:22](C(OC(C)(C)C)=O)[C@H:21]([C:31](=[O:33])[NH2:32])[CH:20]=[C:19]1[CH:34]([CH3:36])[CH3:35])[S:6]([C:9]1[CH:14]=[CH:13][CH:12]=[CH:11][C:10]=1[N+:15]([O-:17])=[O:16])(=[O:8])=[O:7])[CH:2]=[CH2:3].C(ON([C@H]1CN[C@H](C(N)=O)C=C1C)S(C1C=CC=CC=1[N+]([O-])=O)(=O)=O)C=C>>[CH2:1]([O:4][N:5]([C@H:18]1[CH2:23][NH:22][C@H:21]([C:31]([NH2:32])=[O:33])[CH:20]=[C:19]1[CH:34]([CH3:36])[CH3:35])[S:6]([C:9]1[CH:14]=[CH:13][CH:12]=[CH:11][C:10]=1[N+:15]([O-:17])=[O:16])(=[O:8])=[O:7])[CH:2]=[CH2:3]. Reported procedure: The title compound was prepared from (2S,5R)-tert-butyl 5-(N-(allyloxy)-2-nitrophenylsulfonamido)-2-carbamoyl-4-isopropyl-5,6-dihydropyridine-1(2H)-carboxylate (Intermediate 40, 0.427 g, 0.81 mmol) following the procedure described for Intermediate 21. The desired product was obtained as yellow foam (0.247 g, 71%). The reactants are N(=O)OCCC(C)C (isoamyl nitrite), NC1=CC(N(C=2N1N=C(N2)COCC2=CC=C(C=C2)OC)CC)=O (7-amino-4-ethyl-2-[(4-methoxybenzyloxy)methyl]-s-triazolo[1,5-a]pyrimidin-5-one), O (water). Solvent: CN(C=O)C (dimethylformamide). The product is NC1=C(C(N(C=2N1N=C(N2)COCC2=CC=C(C=C2)OC)CC)=O)N=O (7-amino-4-ethyl-2-[(4-methoxybenzyloxy)methyl]-6-nitroso-s-triazolo[1,5-a]pyrimidin-5-one). RXN SMILES: [NH2:1][C:2]1[N:7]2[N:8]=[C:9]([CH2:11][O:12][CH2:13][C:14]3[CH:19]=[CH:18][C:17]([O:20][CH3:21])=[CH:16][CH:15]=3)[N:10]=[C:6]2[N:5]([CH2:22][CH3:23])[C:4](=[O:24])[CH:3]=1.[N:25](OCCC(C)C)=[O:26].O>CN(C)C=O>[NH2:1][C:2]1[N:7]2[N:8]=[C:9]([CH2:11][O:12][CH2:13][C:14]3[CH:19]=[CH:18][C:17]([O:20][CH3:21])=[CH:16][CH:15]=3)[N:10]=[C:6]2[N:5]([CH2:22][CH3:23])[C:4](=[O:24])[C:3]=1[N:25]=[O:26]. Reported procedure: 3.7 g of the precursor (7-amino-4-ethyl-2-[(4-methoxybenzyloxy)methyl]-s-triazolo[1,5-a]pyrimidin-5-one) are dissolved in 17 ml of dimethylformamide, and 2.69 ml of isoamyl nitrite are added whilst cooling with ice. Afterwards it is stirred at ambient temperature. After the reaction is complete (about 3 hours) 34 ml of water are added at 5-10° C. The solid obtained is separated off, washed with water and diethyl ether and recrystallised from 80 ml of ethanol. 2.0 g of 7-amino-4-ethyl-2-[(4-metho... Reactants: Cc1ccc(Cn2cc(C(=O)C(=O)O)c3cc(-c4ccc(OC(F)(F)F)cc4)ccc32)cc1, C[O-], NN, [Na+], O. The product is Cc1ccc(Cn2cc(CC(=O)O)c3cc(-c4ccc(OC(F)(F)F)cc4)ccc32)cc1. As a reaction SMILES: [CH3:1][c:2]1[cH:3][cH:4][c:5]([CH2:6][n:7]2[cH:8][c:9]([C:27]([C:28](=[O:29])[OH:30])=[O:31])[c:10]3[cH:11][c:12](-[c:16]4[cH:17][cH:18][c:19]([O:22][C:23]([F:24])([F:25])[F:26])[cH:20][cH:21]4)[cH:13][cH:14][c:15]23)[cH:32][cH:33]1.[CH3:37][O-:38].[NH2:35][NH2:36].[Na+:39].[OH2:34]>>[CH3:1][c:2]1[cH:3][cH:4][c:5]([CH2:6][n:7]2[cH:8][c:9]([CH2:27][C:28](=[O:29])[OH:30])[c:10]3[cH:11][c:12](-[c:16]4[cH:17][cH:18][c:19]([O:22][C:23]([F:24])([F:25])[F:26])[cH:20][cH:21]4)[cH:13][cH:14][c:15]23)[cH:32][cH:33]1. The reactants are OCC1c2ccccc2C=Cc2cc(Br)ccc21, CN(C)c1ccncc1, ClCCl, Cc1ccc(S(=O)(=O)Cl)cc1, c1ccncc1. Yields the product Cc1ccc(S(=O)(=O)OCC2c3ccccc3C=Cc3cc(Br)ccc32)cc1. RXN SMILES: [Br:1][c:2]1[cH:3][c:4]2[c:5]([cH:17][cH:18]1)[CH:6]([CH2:15][OH:16])[c:7]1[c:8]([cH:11][cH:12][cH:13][cH:14]1)[CH:9]=[CH:10]2.[CH3:39][N:40]([CH3:41])[c:42]1[cH:43][cH:44][n:45][cH:46][cH:47]1.[Cl:36][CH2:37][Cl:38].[c:19]1([CH3:29])[cH:20][cH:21][c:22]([S:25](=[O:26])(=[O:27])[Cl:28])[cH:23][cH:24]1.[cH:30]1[cH:31][cH:32][n:33][cH:34][cH:35]1>>[Br:1][c:2]1[cH:3][c:4]2[c:5]([cH:17][cH:18]1)[CH:6]([CH2:15][O:16][S:25]([c:22]1[cH:21][cH:20][c:19]([CH3:29])[cH:24][cH:23]1)(=[O:26])=[O:27])[c:7]1[c:8]([cH:11][cH:12][cH:13][cH:14]1)[CH:9]=[CH:10]2.